This data is from the Open Reaction Database (ORD), a public repository of structured organic reaction records. The task is: describe an organic reaction: reactants, conditions, products, and yield Starting materials: C(#C)C=1C=C(C=CC1)NC(OC(C)(C)C)=O (tert-butyl 3-ethynylphenylcarbamate), BrC=1C=NC=C(C(=O)N=[S@](C2=CC=CC=C2)(=O)C)C1 ((S)-5-bromo-N-[methyl(oxo)phenyl-λ6-sulfanylidene]nicotinamide). The product is C[S@@](C1=CC=CC=C1)(=O)=NC(=O)C=1C=C(C=NC1)C#CC=1C=C(C=CC1)NC(OC(C)(C)C)=O ((S)-tert-butyl (3-{[5-({[methyl(oxo)phenyl-λ6-sulfanylidene]amino}carbonyl)pyridin-3-yl]ethynyl}phenyl)carbamate). Yield: 22.8%. Reaction SMILES: [C:1]([C:3]1[CH:4]=[C:5]([NH:9][C:10](=[O:16])[O:11][C:12]([CH3:15])([CH3:14])[CH3:13])[CH:6]=[CH:7][CH:8]=1)#[CH:2].Br[C:18]1[CH:19]=[N:20][CH:21]=[C:22]([CH:35]=1)[C:23]([N:25]=[S@@:26]([CH3:34])(=[O:33])[C:27]1[CH:32]=[CH:31][CH:30]=[CH:29][CH:28]=1)=[O:24]>>[CH3:34][S@:26](=[N:25][C:23]([C:22]1[CH:35]=[C:18]([C:2]#[C:1][C:3]2[CH:4]=[C:5]([NH:9][C:10](=[O:16])[O:11][C:12]([CH3:13])([CH3:15])[CH3:14])[CH:6]=[CH:7][CH:8]=2)[CH:19]=[N:20][CH:21]=1)=[O:24])(=[O:33])[C:27]1[CH:28]=[CH:29][CH:30]=[CH:31][CH:32]=1. Reported procedure: In a manner similar to that described in Example 449, tert-butyl 3-ethynylphenylcarbamate (0.098 g, 0.443 mmol) and (S)-5-bromo-N-[methyl(oxo)phenyl-λ6-sulfanylidene]nicotinamide (0.100 g, 0.295 mmol) reacted to give the title compounds as a white solid (32 mg, 23%). The reactants are COC(CN([C@@H](C)C1=CC=CC=C1)CCC=C)=O ([but-3-enyl-((S)-1-phenyl-ethyl)-amino]-acetic acid methyl ester), C(C)(C)[N-]C(C)C.[Li+] (lithium diisopropylamide), hexanes THF, II (iodine). The reagents and catalysts are [Br-].[Zn+2].[Br-] (zinc bromide). Run in CCOCC (Et2O), C1CCOC1 (THF), CCOCC (Et2O). Run at temperature 0 celsius, time 1 hour. Product: COC(=O)[C@H]1N(CC[C@H]1CI)[C@@H](C)C1=CC=CC=C1 ((2S,3R)-3-Iodomethyl-1-((S)-1-phenyl-ethyl)-pyrrolidine-2-carboxylic acid methyl ester). As a reaction SMILES: [CH3:1][O:2][C:3](=[O:18])[CH2:4][N:5]([CH2:14][CH2:15][CH:16]=[CH2:17])[C@H:6]([C:8]1[CH:13]=[CH:12][CH:11]=[CH:10][CH:9]=1)[CH3:7].C([N-]C(C)C)(C)C.[Li+].[I:27]I>C1COCC1.CCOCC.[Br-].[Zn+2].[Br-]>[CH3:1][O:2][C:3]([C@@H:4]1[C@H:16]([CH2:17][I:27])[CH2:15][CH2:14][N:5]1[C@H:6]([C:8]1[CH:13]=[CH:12][CH:11]=[CH:10][CH:9]=1)[CH3:7])=[O:18] |f:1.2,6.7.8|. Reported procedure: A solution of [but-3-enyl-((S)-1-phenyl-ethyl)-amino]-acetic acid methyl ester [432555-77-6] (20.22 mmol) in THF (10 mL) was slowly added to a solution of lithium diisopropylamide (24.26 mmol) in 1:2 hexanes/THF (30 mL) at −78° C. The reaction mixture was warmed to 0° C., stirred for 1 h and then re-cooled to −78° C. A solution of zinc bromide (50.5 mmol) in Et2O (40 mL) was added and the reaction mixture was then warmed to rt. After stirring for 1 h, the mixture was cooled to 0° C. and iodine (... Starting materials: COc1ccc(C(=O)Cl)cc1, ClCCl, CC(C)(N)CO, O=S(Cl)Cl. Yields the product COc1ccc(C2=NC(C)(C)CO2)cc1. As a reaction SMILES: [CH3:7][O:8][c:9]1[cH:10][cH:11][c:12]([C:13]([Cl:14])=[O:15])[cH:16][cH:17]1.[Cl:22][CH2:23][Cl:24].[NH2:1][C:2]([CH2:3][OH:4])([CH3:5])[CH3:6].[S:18]([Cl:19])([Cl:20])=[O:21]>>[N:1]1=[C:13]([c:12]2[cH:11][cH:10][c:9]([O:8][CH3:7])[cH:17][cH:16]2)[O:4][CH2:3][C:2]1([CH3:5])[CH3:6]. Starting materials: CO, [K+], [OH-], O, COC(=O)CCOCCc1ccc2sccc2c1. Yields the product O=C(O)CCOCCc1ccc2sccc2c1. As a reaction SMILES: [CH3:1][OH:2].[K+:22].[OH-:21].[OH2:23].[s:3]1[cH:4][cH:5][c:6]2[c:7]1[cH:8][cH:9][c:10]([CH2:12][CH2:13][O:14][CH2:15][CH2:16][C:17](=[O:18])[O:19][CH3:20])[cH:11]2>>[s:3]1[cH:4][cH:5][c:6]2[c:7]1[cH:8][cH:9][c:10]([CH2:12][CH2:13][O:14][CH2:15][CH2:16][C:17](=[O:18])[OH:19])[cH:11]2. Reactants: CCOC(C)=O, CO, COC(=O)Cc1ccccc1OCc1c(-c2ccc(F)cc2OC)ccc2c1C(C)=CC(C)(C)N2, [Na+], [OH-]. Yields the product COc1cc(F)ccc1-c1ccc2c(c1COc1ccccc1CC(=O)O)C(C)=CC(C)(C)N2. Reaction SMILES: [CH3:38][CH2:39][O:40][C:41](=[O:42])[CH3:43].[CH3:44][OH:45].[F:1][c:2]1[cH:3][c:4]([O:34][CH3:35])[c:5](-[c:8]2[c:9]([CH2:21][O:22][c:23]3[c:24]([CH2:29][C:30](=[O:31])[O:32][CH3:33])[cH:25][cH:26][cH:27][cH:28]3)[c:10]3[c:15]([cH:16][cH:17]2)[NH:14][C:13]([CH3:18])([CH3:19])[CH:12]=[C:11]3[CH3:20])[cH:6][cH:7]1.[Na+:37].[OH-:36]>>[F:1][c:2]1[cH:3][c:4]([O:34][CH3:35])[c:5](-[c:8]2[c:9]([CH2:21][O:22][c:23]3[c:24]([CH2:29][C:30](=[O:31])[OH:32])[cH:25][cH:26][cH:27][cH:28]3)[c:10]3[c:15]([cH:16][cH:17]2)[NH:14][C:13]([CH3:18])([CH3:19])[CH:12]=[C:11]3[CH3:20])[cH:6][cH:7]1. Starting materials: ICCCC#C[Si](C)(C)C (5-iodo-1-trimethylsilyl-1-pentyne), O (water), NC1=C(C=NN1)C#N (5-amino-4-cyanopyrazole), C([O-])([O-])=O.[K+].[K+] (potassium carbonate). Solvent: CN(C)C=O (DMF), C(Cl)(Cl)Cl (chloroform). Conditions: time 2 day. The product is NC1=C(C=NN1CCCC#C[Si](C)(C)C)C#N (5-amino-4-cyano-1-(5-trimethylsilyl-4-pentynyl)pyrazole). Yield: 20.4%. RXN SMILES: [NH2:1][C:2]1[NH:6][N:5]=[CH:4][C:3]=1[C:7]#[N:8].C(=O)([O-])[O-].[K+].[K+].I[CH2:16][CH2:17][CH2:18][C:19]#[C:20][Si:21]([CH3:24])([CH3:23])[CH3:22].O>CN(C=O)C.C(Cl)(Cl)Cl>[NH2:1][C:2]1[N:6]([CH2:16][CH2:17][CH2:18][C:19]#[C:20][Si:21]([CH3:24])([CH3:23])[CH3:22])[N:5]=[CH:4][C:3]=1[C:7]#[N:8] |f:1.2.3|. Procedure details: A suspension of 5-amino-4-cyanopyrazole (10 g) and finely ground anhydrous potassium carbonate (38 g) in dry DMF (100 ml) was treated with 5-iodo-1-trimethylsilyl-1-pentyne (25 g) and the mixture was stirred under nitrogen for two days at room temperature. The reaction mixture was then poured into water and the product extracted into ethyl acetate. The extract was washed with water and then with brine, dried over Na2SO4, and evaporated to give a semisolid brown residue. This solid was taken up i... Reactants: NC(CS)C(=O)O (DL-cysteine), O=S(Cl)Cl (SOCl2), C(C1=CC=CC=C1)=O (benzaldehyde), C(=O)(O)[O-].[Na+] (NaHCO3). Run in CO (MeOH), CCO (EtOH), C(Cl)(Cl)Cl (CHCl3). Run at time 3 hour. The product is COC(=O)C1NC(SC1)C1=CC=CC=C1 (2-phenylthiazolidine-4-carboxylic acid methyl ester). RXN SMILES: [NH2:1][CH:2]([C:5]([OH:7])=[O:6])[CH2:3][SH:4].O=S(Cl)Cl.[C:12]([O-])(O)=O.[Na+].[CH:17](=O)[C:18]1[CH:23]=[CH:22][CH:21]=[CH:20][CH:19]=1>CO.C(Cl)(Cl)Cl.CCO>[CH3:12][O:6][C:5]([CH:2]1[CH2:3][S:4][CH:17]([C:18]2[CH:23]=[CH:22][CH:21]=[CH:20][CH:19]=2)[NH:1]1)=[O:7] |f:2.3|. Reported procedure: To a solution of DL-cysteine (3 g, 24.76 mmol) in MeOH (50 mL) at 0° C., SOCl2 (2.76 mL, 37.14 mmol) was slowly added and warmed to room temperature then refluxed for 3 h. The reaction mixture was concentrated in vacuo to yield a residue. This residue was taken in to aqueous EtOH (1:1, 30 mL), NaHCO3 (2.28 g, 27.23 mmol) was added, after 10 min benzaldehyde (2.5 mL, 24.76 mmol) was added and stirring continued for 3 h. CHCl3 (200 mL) was added to the reaction mixture and washed with water, brine...